Dataset: the Open Reaction Database (ORD), a public repository of structured organic reaction records. Task: describe an organic reaction: reactants, conditions, products, and yield Reactants: ClC1=CC=C(C=N1)CN1C(C2(C3=CC=CC=C13)COC=1C2=CC2=C(OCO2)C1)=O (1′-((6-chloropyridin-3-yl)methyl)-6H-spiro[benzofuro[6,5-d][1,3]dioxole-7,3′-indolin]-2′-one), CNC (dimethylamine). Conditions: temperature 130 celsius, time 8 hour. Product: CN(C1=CC=C(C=N1)CN1C(C2(C3=CC=CC=C13)COC=1C2=CC2=C(OCO2)C1)=O)C (1′-{[6-(dimethylamino)pyridin-3-yl]methyl}spiro[furo[2,3-f][1,3]benzodioxole-7,3′-indol]-2′(1′H)-one). Yield: 48.1%. RXN SMILES: Cl[C:2]1[N:7]=[CH:6][C:5]([CH2:8][N:9]2[C:17]3[C:12](=[CH:13][CH:14]=[CH:15][CH:16]=3)[C:11]3([C:21]4=[CH:22][C:23]5[O:27][CH2:26][O:25][C:24]=5[CH:28]=[C:20]4[O:19][CH2:18]3)[C:10]2=[O:29])=[CH:4][CH:3]=1.[CH3:30][NH:31][CH3:32]>>[CH3:30][N:31]([CH3:32])[C:2]1[N:7]=[CH:6][C:5]([CH2:8][N:9]2[C:17]3[C:12](=[CH:13][CH:14]=[CH:15][CH:16]=3)[C:11]3([C:21]4=[CH:22][C:23]5[O:27][CH2:26][O:25][C:24]=5[CH:28]=[C:20]4[O:19][CH2:18]3)[C:10]2=[O:29])=[CH:4][CH:3]=1. Procedure: To a seal tube was added 1′-((6-chloropyridin-3-yl)methyl)-6H-spiro[benzofuro[6,5-d][1,3]dioxole-7,3′-indolin]-2′-one (0.10 g, 0.25 mmol) and dimethylamine (2.00 mL of 2 M THF solution, 4.00 mmol). The mixture was stirred at 130° C. overnight. After cooling down to ambient temperature, the mixture was concentrated in vacuo. The residue was subjected to column chromatography (ethyl acetate/hexane, 1/2) to give 1′-{[6-(dimethylamino)pyridin-3-yl]methyl}spiro[furo[2,3-f][1,3]benzodioxole-7,3′-indol...